This data is from the Open Reaction Database (ORD), a public repository of structured organic reaction records. The task is: describe an organic reaction: reactants, conditions, products, and yield Run at temperature 60 celsius, time 1 hour. Procedure details: To a stirred solution of SnCl2.2H2O (83.0 g) and 1,2-bis(meta-nitrophenyl)hexafluorocyclobutane (15.0 g) in 300 mL of ethanol was added NaBH4 (1.5 g) at room temperature over 20 minutes. After the addition was complete, the reaction mixture was stirred at room temperature for 3 hours and at 60° C. for one hour, and then poured into a mixture water and ether (500 mL/500 mL) and treated with NaOH solution. The ether layer was separated and aqueous layer was extracted with ether (2×300 mL). The com... Product: NC=1C=C(C=CC1)C1(C(C(C1(F)F)(F)F)(C1=CC(=CC=C1)N)F)F (1,2-Bis(3-aminophenyl)hexafluorocyclobutane). The solvent is CCOCC (ether), O (water), C(C)O (ethanol). Isolated yield 93.9%. RXN SMILES: O.O.Cl[Sn]Cl.[N+:6]([C:9]1[CH:10]=[C:11]([C:15]2([F:33])[C:18]([F:20])([F:19])[C:17]([F:22])([F:21])[C:16]2([F:32])[C:23]2[CH:28]=[CH:27][CH:26]=[C:25]([N+:29]([O-])=O)[CH:24]=2)[CH:12]=[CH:13][CH:14]=1)([O-])=O.[BH4-].[Na+].[OH-].[Na+]>C(O)C.CCOCC.O>[NH2:29][C:25]1[CH:24]=[C:23]([C:16]2([F:32])[C:17]([F:21])([F:22])[C:18]([F:19])([F:20])[C:15]2([F:33])[C:11]2[CH:12]=[CH:13][CH:14]=[C:9]([NH2:6])[CH:10]=2)[CH:28]=[CH:27][CH:26]=1 |f:0.1.2,4.5,6.7|. Starting materials: [OH-].[Na+] (NaOH), O.O.Cl[Sn]Cl (SnCl2.2H2O), [N+](=O)([O-])C=1C=C(C=CC1)C1(C(C(C1(F)F)(F)F)(C1=CC(=CC=C1)[N+](=O)[O-])F)F (1,2-bis(meta-nitrophenyl)hexafluorocyclobutane), [BH4-].[Na+] (NaBH4). Reactants: CC(=C)CCCCC (2-methyl-1-heptene), ClC1=CC(=CC=C1)C(=O)OO (meta-chloroperbenzoic acid). Run in C(Cl)Cl (methylene chloride). Run at temperature 0 celsius, time 30 minute. The product is CC1(CO1)CCCCC (2-methyl-1-heptene oxide). Yield: 40.6%. Reaction SMILES: [CH3:1][C:2]([CH2:4][CH2:5][CH2:6][CH2:7][CH3:8])=[CH2:3].ClC1C=CC=C(C(OO)=[O:17])C=1>C(Cl)Cl>[CH3:3][C:2]1([CH2:4][CH2:5][CH2:6][CH2:7][CH3:8])[O:17][CH2:1]1. Procedure details: To a solution of 2-methyl-1-heptene 4 (17 g, 0.15 mol) in methylene chloride (300 mL) at 0° C. was added meta-chloroperbenzoic acid (37 g, 0.18 mol) in portions. The reaction mixture was stirred at 0° C. for 30 minutes, then at room temperature overnight. It was cooled in an ice bath and then filtered. The filtrate was washed with 5% sodium hydroxide, saturated sodium chloride and dried over magnesium sulfate; 7.8 g of 2-methyl-1-heptene oxide 5 was obtained after HPLC purification. The reactants are CC(=O)OC1CCC2C3C4OC4C4=CC(=O)CCC4(C)C3C(F)CC12C, CC(=O)O, Cl. Yields the product CC(=O)OC1CCC2C3C=C(Cl)C4=CC(=O)CCC4(C)C3C(F)CC12C. RXN SMILES: [C:1]([CH3:2])(=[O:3])[O:4][CH:5]1[C:6]2([CH3:7])[CH:8]([CH2:9][CH2:10]1)[CH:11]1[CH:12]3[CH:13]([C:14]4=[CH:15][C:16](=[O:25])[CH2:17][CH2:18][C:19]4([CH3:20])[CH:21]1[CH:22]([F:24])[CH2:23]2)[O:26]3.[CH3:28][C:29](=[O:30])[OH:31].[ClH:27]>>[C:1]([CH3:2])(=[O:3])[O:4][CH:5]1[C:6]2([CH3:7])[CH:8]([CH2:9][CH2:10]1)[CH:11]1[CH:12]=[C:13]([Cl:27])[C:14]3=[CH:15][C:16](=[O:25])[CH2:17][CH2:18][C:19]3([CH3:20])[CH:21]1[CH:22]([F:24])[CH2:23]2. The reactants are C(C)(C)(C)OC(=O)N1CC(C1)(O)C1=CC=C(C=C1)N1[C@H](C2=CC(=C(C=C2CC1=O)OC)OC(C)C)C1=CC=C(C=C1)Cl (3-{4-[(S)-1-(4-Chloro-phenyl)-7-isopropoxy-6-methoxy-3-oxo-3,4-dihydro-1H-isoquinolin-2-yl]-phenyl}-3-hydroxy-azetidine-1-carboxylic acid tert-butyl ester), C(=O)(C(F)(F)F)O (TFA). Solvent: C(Cl)Cl (DCM). Run at time 30 minute. The product is ClC1=CC=C(C=C1)[C@@H]1N(C(CC2=CC(=C(C=C12)OC(C)C)OC)=O)C1=CC=C(C=C1)C1(CNC1)O ((S)-1-(4-Chloro-phenyl)-2-[4-(3-hydroxy-azetidin-3-yl)-phenyl]-7-isopropoxy-6-methoxy-1,4-dihydro-2H-isoquinolin-3-one). Reaction SMILES: C(OC([N:8]1[CH2:11][C:10]([C:13]2[CH:18]=[CH:17][C:16]([N:19]3[C:28](=[O:29])[CH2:27][C:26]4[C:21](=[CH:22][C:23]([O:32][CH:33]([CH3:35])[CH3:34])=[C:24]([O:30][CH3:31])[CH:25]=4)[C@@H:20]3[C:36]3[CH:41]=[CH:40][C:39]([Cl:42])=[CH:38][CH:37]=3)=[CH:15][CH:14]=2)([OH:12])[CH2:9]1)=O)(C)(C)C.C(O)(C(F)(F)F)=O>C(Cl)Cl>[Cl:42][C:39]1[CH:40]=[CH:41][C:36]([C@H:20]2[C:21]3[C:26](=[CH:25][C:24]([O:30][CH3:31])=[C:23]([O:32][CH:33]([CH3:34])[CH3:35])[CH:22]=3)[CH2:27][C:28](=[O:29])[N:19]2[C:16]2[CH:17]=[CH:18][C:13]([C:10]3([OH:12])[CH2:11][NH:8][CH2:9]3)=[CH:14][CH:15]=2)=[CH:37][CH:38]=1. Procedure details: Example 56 was obtained from example 55. A solution of 3-{4-[(S)-1-(4-Chloro-phenyl)-7-isopropoxy-6-methoxy-3-oxo-3,4-dihydro-1H-isoquinolin-2-yl]-phenyl}-3-hydroxy-azetidine-1-carboxylic acid tert-butyl ester (70 mg, 0.118 mmol) in DCM (1 ml) was immersed in an ice-bath followed by addition of TFA (0.045 ml, 0.590 mmol). The yellow reaction solution turned brown and was stirred for 30 minutes. The reaction mixture was treated with ice/saturated aq. sodium hydrogencarbonate solution and extracte... Reactants: NH4NO3, S(=O)(=O)([O-])[O-] (sulfate), S(=O)(=O)([O-])[O-] (sulfate), [Mo] (molybdenum). Yields the product S(=O)(=O)([O-])[O-].[Mo+4].S(=O)(=O)([O-])[O-] (molybdenum sulfate). As a reaction SMILES: [S:1]([O-:5])([O-:4])(=[O:3])=[O:2].[Mo:6]>>[S:1]([O-:5])([O-:4])(=[O:3])=[O:2].[Mo+4:6].[S:1]([O-:5])([O-:4])(=[O:3])=[O:2] |f:2.3.4|. Procedure: Technical grade MoO3 was slurried in the leach solution so as to obtain a 2:1 weight ratio of leach to solids. Slurries were heated to 75°-85° C. and maintained at that temperature for two hours. The slurries were stirred vigorously during the digestion. The molybdenum oxide was separated from the leach solution by filtration. Percent of the molybdenum lost to the leach was determined. The molybdic oxide was then washed twice. Washing involved slurrying the oxide in 70°-80° C. water for 10 minut... Starting materials: N1=CC=CC2=C(C=CC=C12)NN=C1C(=NN=C1N)N (4-(quinolin-5-ylhydrazono)-4H-pyrazole-3,5-diamine), O.NN (hydrazine hydrate). Yields the product NC1=C2C=CC=NC2=CC=C1 (5-Aminoquinoline), C(CC#N)#N (malononitrile), N1=CC=CC2=C(C=CC=C12)NN=C1C(=NN=C1N)N (4-(quinolin-5-yl hydrazono)-4H-pyrazole-3,5-diamine). RXN SMILES: [N:1]1[C:10]2[C:5](=[C:6]([NH:11][N:12]=[C:13]3[C:17]([NH2:18])=[N:16][N:15]=[C:14]3[NH2:19])[CH:7]=[CH:8][CH:9]=2)[CH:4]=[CH:3][CH:2]=1.O.NN>>[NH2:11][C:6]1[CH:7]=[CH:8][CH:9]=[C:10]2[C:5]=1[CH:4]=[CH:3][CH:2]=[N:1]2.[C:6](#[N:11])[CH2:5][C:10]#[N:1].[N:1]1[C:10]2[C:5](=[C:6]([NH:11][N:12]=[C:13]3[C:14]([NH2:19])=[N:15][N:16]=[C:17]3[NH2:18])[CH:7]=[CH:8][CH:9]=2)[CH:4]=[CH:3][CH:2]=1 |f:1.2|. Procedure details: In a manner similar to that described in Example 53, 4-(quinolin-5-ylhydrazono)-4H-pyrazole-3,5-diamine was prepared. 5-Aminoquinoline (0.35 g), malononitrile (0.3 g) and hydrazine hydrate (0.3 mL) yielded 0.043 g of the title compound after the purification by preparative TLC (⅓ of the crude product).